Dataset: the Open Reaction Database (ORD), a public repository of structured organic reaction records. Task: describe an organic reaction: reactants, conditions, products, and yield Reactants: [NH4+].[Cl-] (NH4Cl), BrC=1C=CC(=NC1)OC/C=C/C1=CC=C(CN2CCN(CC2)C(=O)OCC2C3=CC=CC=C3C=3C=CC=CC23)C=C1 (9H-fluoren-9-ylmethyl 4-(4-{(E)-3-[(5-bromopyridin-2-yl)oxy]-prop-1-en-1-yl}benzyl)piperazine-1-carboxylate), N1CCCCC1 (piperidine), N1CCCCC1 (piperidine). Solvent: C(Cl)Cl (CH2Cl2), C(Cl)Cl (CH2Cl2). Run at time 1 hour. Product: BrC=1C=CC(=NC1)OC/C=C/C1=CC=C(CN2CCNCC2)C=C1 (1-(4-{(E)-3-[(5-bromopyridin-2-yl)oxy]prop-1-en-1-yl}benzyl)piperazine). Yield: 73.4%. RXN SMILES: [Br:1][C:2]1[CH:3]=[CH:4][C:5]([O:8][CH2:9]/[CH:10]=[CH:11]/[C:12]2[CH:41]=[CH:40][C:15]([CH2:16][N:17]3[CH2:22][CH2:21][N:20](C(OCC4C5C=CC=CC=5C5C4=CC=CC=5)=O)[CH2:19][CH2:18]3)=[CH:14][CH:13]=2)=[N:6][CH:7]=1.N1CCCCC1.[NH4+].[Cl-]>C(Cl)Cl>[Br:1][C:2]1[CH:3]=[CH:4][C:5]([O:8][CH2:9]/[CH:10]=[CH:11]/[C:12]2[CH:13]=[CH:14][C:15]([CH2:16][N:17]3[CH2:18][CH2:19][NH:20][CH2:21][CH2:22]3)=[CH:40][CH:41]=2)=[N:6][CH:7]=1 |f:2.3|. Reported procedure: To a solution of 9H-fluoren-9-ylmethyl 4-(4-{(E)-3-[(5-bromopyridin-2-yl)oxy]-prop-1-en-1-yl}benzyl)piperazine-1-carboxylate (0.604 g) in CH2Cl2 (10 mL) was added piperidine (0.196 mL). After stirring at room temperature for 1 hour, to the reaction mixture was added piperidine (0.784 mL) and stirred at room temperature for 4 hours. Then to the reaction mixture was added saturated aqueous NH4Cl and CH2Cl2. The organic layer was washed with saturated aqueous NH4Cl and saturated aqueous NaCl, dried... The reactants are C(C)(C)NC(C)C (diisopropylamine), C1(CCCCCC1)C#N (cycloheptanecarbonitrile), C(C1=CC=CC=C1)Cl (benzyl chloride), C(C)(C)NC(C)C (diisopropylamine), C(CCC)[Li] (n-butyllithium). The solvent is O1CCCC1 (tetrahydrofuran). Product: C1(=CC=CC=C1)CC1(CCCCCC1)C#N (1-(Phenylmethyl)cycloheptanecarbonitrile). Isolated yield 55.8%. RXN SMILES: C(NC(C)C)(C)C.C([Li])CCC.[CH:13]1([C:20]#[N:21])[CH2:19][CH2:18][CH2:17][CH2:16][CH2:15][CH2:14]1.[CH2:22](Cl)[C:23]1[CH:28]=[CH:27][CH:26]=[CH:25][CH:24]=1>O1CCCC1>[C:23]1([CH2:22][C:13]2([C:20]#[N:21])[CH2:19][CH2:18][CH2:17][CH2:16][CH2:15][CH2:14]2)[CH:28]=[CH:27][CH:26]=[CH:25][CH:24]=1. Reported procedure: Obtained by operating as in example 27b, from 195 mmoles of lithiated diisopropylamine (25.6 g (252.9 mmoles) of diisopropylamine treated with 122 ml (195 mmoles) of n-butyllithium 1.6M in hexane) in 300 ml of dry tetrahydrofuran, 24 g (195 mmoles) of commercial cycloheptanecarbonitrile and 24.6 g (195 mmoles) of benzyl chloride. After distillation, there is obtained 23.2 g (yield=55.8%) of a yellow viscous liquid. b.p.16 =190°-7° C.